This data is from the Open Reaction Database (ORD), a public repository of structured organic reaction records. The task is: describe an organic reaction: reactants, conditions, products, and yield Starting materials: ClCCCCCCOC=1C=C(C=CC1)C(C)=O (1-{3-[(6-chlorohexyl)oxy]phenyl}ethanone), CC(C(=O)NC1=CC(=CC=C1)C1CCNCC1)C (2-methyl-N-[3-(4-piperidinyl)phenyl]propanamide). Product: C(C)(=O)C=1C=C(OCCCCCCN2CCC(CC2)C=2C=C(C=CC2)NC(C(C)C)=O)C=CC1 (N-(3-{1-[6-(3-ACETYLPHENOXY)HEXYL]-4-PIPERIDINYL}PHENYL)-2-METHYLPROPANAMIDE). RXN SMILES: Cl[CH2:2][CH2:3][CH2:4][CH2:5][CH2:6][CH2:7][O:8][C:9]1[CH:10]=[C:11]([C:15](=[O:17])[CH3:16])[CH:12]=[CH:13][CH:14]=1.[CH3:18][CH:19]([CH3:35])[C:20]([NH:22][C:23]1[CH:28]=[CH:27][CH:26]=[C:25]([CH:29]2[CH2:34][CH2:33][NH:32][CH2:31][CH2:30]2)[CH:24]=1)=[O:21]>>[C:15]([C:11]1[CH:10]=[C:9]([CH:14]=[CH:13][CH:12]=1)[O:8][CH2:7][CH2:6][CH2:5][CH2:4][CH2:3][CH2:2][N:32]1[CH2:33][CH2:34][CH:29]([C:25]2[CH:24]=[C:23]([NH:22][C:20](=[O:21])[CH:19]([CH3:18])[CH3:35])[CH:28]=[CH:27][CH:26]=2)[CH2:30][CH2:31]1)(=[O:17])[CH3:16]. Reported procedure: Prepared by Procedure G and Scheme B1 using 1-{3-[(6-chlorohexyl)oxy]phenyl}ethanone and 2-methyl-N-[3-(4-piperidinyl)phenyl]propanamide: ESMS m/e: 465.3 (M+H)+. Reactants: Cl (HCl), BrC1=CC(=CC(=C1)F)Cl (1-bromo-3-chloro-5-fluorobenzene), C(C1=CC=CC=C1)O (benzyl alcohol), [H-].[Na+] (sodium hydride). The solvent is CN1CCCC1=O (NMP). Reaction conditions: temperature 120 celsius. Product: C(C1=CC=CC=C1)OC1=CC(=CC(=C1)Cl)Br (1-Benzyloxy-3-bromo-5-chloro-benzene). As a reaction SMILES: [Br:1][C:2]1[CH:7]=[C:6](F)[CH:5]=[C:4]([Cl:9])[CH:3]=1.[CH2:10]([OH:17])[C:11]1[CH:16]=[CH:15][CH:14]=[CH:13][CH:12]=1.[H-].[Na+].Cl>CN1C(=O)CCC1>[CH2:10]([O:17][C:6]1[CH:5]=[C:4]([Cl:9])[CH:3]=[C:2]([Br:1])[CH:7]=1)[C:11]1[CH:16]=[CH:15][CH:14]=[CH:13][CH:12]=1 |f:2.3|. Procedure: To 1-bromo-3-chloro-5-fluorobenzene (25 g, 112 mmol) and benzyl alcohol (25 mL, 239 mmol) in NMP (200 mL) at room temperature was added sodium hydride (60% in mineral oil; 10.5 g, 263 mmol), and the reaction was heated to 120° C. for 10 hours. The mixture was acidified with 10% aqueous HCl and extracted with EtOAc to give the title compound. Procedure details: To a mixture of isobutyraldehyde (382 g, 5.3 mole) in 400 ml of 0.8 M aqueous sodium hydroxide was added methyl isopropenyl ketone (420 g, 5.0 mole) over a 1 hr period at 25°. The mixture was then heated to 75° for 1 hr. The mixture was cooled, and the layers were separated. The organic phase was washed neutral with water. Distillation of this organic material afforded 297 g (2.15 mole, 43% yield) of the desired 4,4,6-trimethyl-2-cyclohexenone, bp 68°-69° at 10mm, nD20 1.4685, with an infrared a... Starting materials: C(C(C)C)=O (isobutyraldehyde), C(=C)(C)C(=O)C (methyl isopropenyl ketone). Run in [OH-].[Na+] (sodium hydroxide). Product: CC1(C=CC(C(C1)C)=O)C (4,4,6-trimethyl-2-cyclohexenone). As a reaction SMILES: [CH:1](=[O:5])[CH:2]([CH3:4])[CH3:3].[C:6]([C:9]([CH3:11])=O)([CH3:8])=[CH2:7]>[OH-].[Na+]>[CH3:7][C:6]1([CH3:8])[CH2:3][CH:2]([CH3:4])[C:1](=[O:5])[CH:11]=[CH:9]1 |f:2.3|. The yield is 43.0%. Starting materials: CN(C)C=O (DMF), COC(C1=CC(=C(C=C1)Cl)Br)=O (Methyl-3-bromo-4-chlorobenzoate), FC1=C(C=C(C=C1)OC)B(O)O (2-fluoro-5-methoxyphenylboronic acid), C([O-])([O-])=O.[K+].[K+] (potassium carbonate). Reagents/catalysts: C=1C=CC(=CC1)[P](C=2C=CC=CC2)(C=3C=CC=CC3)[Pd]([P](C=4C=CC=CC4)(C=5C=CC=CC5)C=6C=CC=CC6)([P](C=7C=CC=CC7)(C=8C=CC=CC8)C=9C=CC=CC9)[P](C=1C=CC=CC1)(C=1C=CC=CC1)C=1C=CC=CC1 (tetrakis(triphenylphosphine)palladium(0)). Run in C1(=CC=CC=C1)C (toluene). Run at temperature 100 celsius, time 17 hour. Yields the product COC(=O)C=1C=C(C=C(C1)C1=C(C=CC(=C1)OC)F)Cl (Methyl-3-chloro-2′-fluoro-5′-(methyloxy)-1,1′-biphenyl-5-carboxylate). Isolated yield 48.9%. RXN SMILES: COC(=O)[C:4]1[CH:9]=[CH:8][C:7]([Cl:10])=[C:6](Br)[CH:5]=1.[F:13][C:14]1[CH:19]=[CH:18][C:17]([O:20][CH3:21])=[CH:16][C:15]=1B(O)O.[C:25](=[O:28])([O-])[O-:26].[K+].[K+].[CH3:31]N(C=O)C>C1C=CC([P]([Pd]([P](C2C=CC=CC=2)(C2C=CC=CC=2)C2C=CC=CC=2)([P](C2C=CC=CC=2)(C2C=CC=CC=2)C2C=CC=CC=2)[P](C2C=CC=CC=2)(C2C=CC=CC=2)C2C=CC=CC=2)(C2C=CC=CC=2)C2C=CC=CC=2)=CC=1.C1(C)C=CC=CC=1>[CH3:31][O:26][C:25]([C:5]1[CH:6]=[C:7]([Cl:10])[CH:8]=[C:9]([C:15]2[CH:16]=[C:17]([O:20][CH3:21])[CH:18]=[CH:19][C:14]=2[F:13])[CH:4]=1)=[O:28] |f:2.3.4,^1:39,41,60,79|. Procedure: To a round bottom flask containing 13.1 (1.75 g, 7.01 mmol), 2-fluoro-5-methoxyphenylboronic acid (2.0 g, 11.8 mmol), tetrakis(triphenylphosphine)palladium(0) (0.81 g, 0.70 mmol), and potassium carbonate (2.91 g, 21.0 mmol) was added a premixed 3:1 solution of toluene (18 mL) and DMF (6 mL, 7.01 mmol). The mixture was heated at 100° C. and monitored with TLC. After 17 hours, the reaction was cooled to room temperature then partitioned between EtOAc and water. The aqueous layer was further extrac...